This data is from the Open Reaction Database (ORD), a public repository of structured organic reaction records. The task is: describe an organic reaction: reactants, conditions, products, and yield Starting materials: COC1=C(CNC(=O)C2=CC(=NN2C=2C=C(C=CC2)C2CCN(CC2)CCN(C(OC(C)(C)C)=O)C)C(F)(F)F)C=CC=C1 (tert-butyl 2-(4-(3-(5-(2-methoxybenzylcarbamoyl)-3-(trifluoromethyl)-1H-pyrazol-1-yl)phenyl)piperidin-1-yl)ethyl(methyl)carbamate), C(=O)(C(F)(F)F)O (TFA). The solvent is C(Cl)Cl (CH2Cl2). Conditions: temperature 21 celsius, time 1.5 hour. Product: COC1=C(CNC(=O)C2=CC(=NN2C2=CC(=CC=C2)C2CCN(CC2)CCNC)C(F)(F)F)C=CC=C1 (N-(2-methoxybenzyl)-1-(3-(1-(2-(methylamino)ethyl)piperidin-4-yl)phenyl)-3-(trifluoromethyl)-1H-pyrazole-5-carboxamide). Isolated yield 97.0%. As a reaction SMILES: [CH3:1][O:2][C:3]1[CH:44]=[CH:43][CH:42]=[CH:41][C:4]=1[CH2:5][NH:6][C:7]([C:9]1[N:13]([C:14]2[CH:15]=[C:16]([CH:20]3[CH2:25][CH2:24][N:23]([CH2:26][CH2:27][N:28](C)[C:29](=O)OC(C)(C)C)[CH2:22][CH2:21]3)[CH:17]=[CH:18][CH:19]=2)[N:12]=[C:11]([C:37]([F:40])([F:39])[F:38])[CH:10]=1)=[O:8].C(O)(C(F)(F)F)=O>C(Cl)Cl>[CH3:1][O:2][C:3]1[CH:44]=[CH:43][CH:42]=[CH:41][C:4]=1[CH2:5][NH:6][C:7]([C:9]1[N:13]([C:14]2[CH:19]=[CH:18][CH:17]=[C:16]([CH:20]3[CH2:25][CH2:24][N:23]([CH2:26][CH2:27][NH:28][CH3:29])[CH2:22][CH2:21]3)[CH:15]=2)[N:12]=[C:11]([C:37]([F:38])([F:39])[F:40])[CH:10]=1)=[O:8]. Reported procedure: To a stirred solution of 70 (20 mg, 0.032 mmol) in CH2Cl2 (650 μl) was added TFA (50 μl, 0.650 mmol). The resulting solution was allowed to stir at 21° C. for 1.5 h. After the usual work-up, the residue was purified by preparative TLC using 10% MeOH/CH2Cl2. The title product 71 (16 mg, 79% yield) was isolated as a white solid. 1H NMR (CD3OD) δ(ppm): 7.38-7.36 (m, 3H), 7.27-7.24 (m, 2H), 7.14 (s, 1H), 7.12 (s, 1H), 6.94 (d, 1H, J=8.0 Hz), 6.87 (t, 1H, J=7.2 HZ), 4.44 (s, 2H), 3.81 (s, 3H), 3.13 (... Reaction conditions: time 4 day. Run in CN(C)C=O (DMF), CN(C)C=O (DMF). Reactants: ClC1=C(C(=O)OC)C=C(C=C1)NS(=O)(=O)C1=CC2=CC(=CC=C2C=C1)N=C=S (methyl 2-chloro-5-{[(7-isothiocyanato(2-naphthyl))sulfonyl]amino}benzoate), [Na+].NC1=CC=C2C(=CC(=CC2=C1)S(=O)(=O)NC=1C=C(C=CC1)S(=O)(=O)[O-])O (3-{[(7-amino-4-hydroxy-2-naphthyl)sulfonyl]amino}benzenesulfonic acid sodium salt). Procedure: To 170 mg (0.39 mmol) of compound 135 dissolved in 5 mL of DMF was added a solution of 100 mg (0.25 mmol) of compound 18 in 5 mL of DMF. The reaction was allowed to stir at ambient temperature. After 4 days, the DMF was removed by rotary evaporation and kept under high vacuum to remove traces of DMF. Then, the resulting residue was treated with dichloromethane (50 mL) and sonicated to form a suspension. The solid, insoluble product was collected by vacuum filtration. This solid was dissolved in ... Reaction SMILES: [Cl:1][C:2]1[CH:11]=[CH:10][C:9]([NH:12][S:13]([C:16]2[CH:25]=[CH:24][C:23]3[C:18](=[CH:19][C:20]([N:26]=[C:27]=[S:28])=[CH:21][CH:22]=3)[CH:17]=2)(=[O:15])=[O:14])=[CH:8][C:3]=1[C:4]([O:6][CH3:7])=[O:5].[Na+].[NH2:30][C:31]1[CH:40]=[C:39]2[C:34]([C:35]([OH:55])=[CH:36][C:37]([S:41]([NH:44][C:45]3[CH:46]=[C:47]([S:51]([O-:54])(=[O:53])=[O:52])[CH:48]=[CH:49][CH:50]=3)(=[O:43])=[O:42])=[CH:38]2)=[CH:33][CH:32]=1>CN(C=O)C>[Cl:1][C:2]1[CH:11]=[CH:10][C:9]([NH:12][S:13]([C:16]2[CH:17]=[C:18]3[C:23]([CH:22]=[CH:21][C:20]([NH:26][C:27]([NH:30][C:31]4[CH:40]=[C:39]5[C:34]([C:35]([OH:55])=[CH:36][C:37]([S:41]([NH:44][C:45]6[CH:46]=[C:47]([S:51]([OH:54])(=[O:53])=[O:52])[CH:48]=[CH:49][CH:50]=6)(=[O:42])=[O:43])=[CH:38]5)=[CH:33][CH:32]=4)=[S:28])=[CH:19]3)=[CH:24][CH:25]=2)(=[O:15])=[O:14])=[CH:8][C:3]=1[C:4]([O:6][CH3:7])=[O:5] |f:1.2|. Yields the product ClC1=C(C=C(C=C1)NS(=O)(=O)C1=CC=C2C=CC(=CC2=C1)NC(=S)NC1=CC=C2C(=CC(=CC2=C1)S(=O)(=O)NC=1C=C(C=CC1)S(=O)(=O)O)O)C(=O)OC (3-[({7-[({[7-({[4-chloro-3-(methoxycarbonyl)phenyl]amino}sulfonyl)(2-naphthyl) ]amino}-thioxomethyl)amino]-4-hydroxy-2-naphthyl}sulfonyl)amino]benzenesulfonic acid). Starting materials: ClC1=CC=C(C=C1)[C@H](C)NC(=S)[C@@H]1N(CCC1)C(=O)OC(C)(C)C ((R)-tert-butyl 2-(((S)-1-(4-chlorophenyl)ethyl)carbamothioyl)pyrrolidine-1-carboxylate), C(C)(=O)NN (acetic hydrazide). Reagents/catalysts: C(C)(=O)[O-].[Hg+2].C(C)(=O)[O-] (mercury (II) acetate). Solvent: C(C)#N (acetonitile). Run at time 8 hour. The product is ClC1=CC=C(C=C1)[C@H](C)N1C(=NN=C1C)[C@@H]1N(CCC1)C(=O)OC(C)(C)C ((R)-tert-butyl 2-(4-((S)-1-(4-chlorophenyl)ethyl)-5-methyl-4H-1,2,4-triazol-3-yl)pyrrolidine-1-carboxylate). Reaction SMILES: [Cl:1][C:2]1[CH:7]=[CH:6][C:5]([C@@H:8]([NH:10][C:11]([C@H:13]2[CH2:17][CH2:16][CH2:15][N:14]2[C:18]([O:20][C:21]([CH3:24])([CH3:23])[CH3:22])=[O:19])=S)[CH3:9])=[CH:4][CH:3]=1.[C:25]([NH:28][NH2:29])(=O)[CH3:26]>C(#N)C.C([O-])(=O)C.[Hg+2].C([O-])(=O)C>[Cl:1][C:2]1[CH:7]=[CH:6][C:5]([C@@H:8]([N:10]2[C:25]([CH3:26])=[N:28][N:29]=[C:11]2[C@H:13]2[CH2:17][CH2:16][CH2:15][N:14]2[C:18]([O:20][C:21]([CH3:24])([CH3:23])[CH3:22])=[O:19])[CH3:9])=[CH:4][CH:3]=1 |f:3.4.5|. Reported procedure: To a mixture of the product of Step B (1.7 g, 4.6 mmol) and acetic hydrazide (0.76 g, 9.2 mmol) in 30 ml acetonitile was added mercury (II) acetate (2.2 g, 6.9 mmol) and the mixture was stirred at room temperature for overnight. The mixture was filtered over a Celite-fritted funnel and washed with more acetonitrile. The filtrate was concentrated in vacuo. Run wash column yield the desired product containing minor impurities (1.3 g, 72%), was used in the next step without further purification. The reactants are C(C)(=O)C1=CC=C(C=C1)B(O)O (4-acetylbenzeneboronic acid), BrC1=C(C=CC=C1)Br (1,2-dibromobenzene). Run in CCOC(=O)C (EtOAc). Procedure: Prepared according to the general procedure Coupling-1 using 4-acetylbenzeneboronic acid and 1,2-dibromobenzene as starting material. Flash chromatography (Hex:EtOAc; 95:5) afforded the title compound. Yields the product BrC1=C(C=CC=C1)C1=CC=C(C=C1)C(C)=O (1-(2′-bromo-1,1′-biphenyl-4-yl)ethanone). As a reaction SMILES: [C:1]([C:4]1[CH:9]=[CH:8][C:7](B(O)O)=[CH:6][CH:5]=1)(=[O:3])[CH3:2].[Br:13][C:14]1[CH:19]=[CH:18][CH:17]=[CH:16][C:15]=1Br>CCOC(C)=O>[Br:13][C:14]1[CH:19]=[CH:18][CH:17]=[CH:16][C:15]=1[C:7]1[CH:8]=[CH:9][C:4]([C:1](=[O:3])[CH3:2])=[CH:5][CH:6]=1. Starting materials: CN(CCOC1=C(C=CC(=C1)[N+](=O)[O-])OC)C (2-(2-dimethylaminoethoxy)-4-nitroanisole). Reagents/catalysts: [Pd] (Pd-C). Solvent: C(C)O (ethanol). The product is CN(CCOC=1C=C(N)C=CC1OC)C (3-(2-Dimethylaminoethoxy)-4-methoxyaniline). Isolated yield 100.0%. Reaction SMILES: [CH3:1][N:2]([CH3:17])[CH2:3][CH2:4][O:5][C:6]1[CH:11]=[C:10]([N+:12]([O-])=O)[CH:9]=[CH:8][C:7]=1[O:15][CH3:16]>C(O)C.[Pd]>[CH3:1][N:2]([CH3:17])[CH2:3][CH2:4][O:5][C:6]1[CH:11]=[C:10]([CH:9]=[CH:8][C:7]=1[O:15][CH3:16])[NH2:12]. Procedure: A solution of 2-(2-dimethylaminoethoxy)-4-nitroanisole (D10, 11.8 g, 0.049 mole) in ethanol (200 ml) was hydrogenated over 10% Pd-C (1 g) at atmospheric temperature and pressure. The catalyst was filtered off through kieselguhr and the filtrate concentrated in vacuo to afford the title compound as a beige solid (10.3 g, 100%). Starting materials: FC=1C=CC=2N(C1)C=NN2 (6-Fluoro-[1,2,4]triazolo[4,3-a]pyridine), ClN1C(CCC1=O)=O (N-chlorosuccinimide). Run in C(Cl)(Cl)Cl (chloroform). Yields the product ClC1=NN=C2N1C=C(C=C2)F (3-Chloro-6-fluoro-[1,2,4]triazolo[4,3-a]pyridine). Yield: 71.2%. Reaction SMILES: [F:1][C:2]1[CH:3]=[CH:4][C:5]2[N:6]([CH:8]=[N:9][N:10]=2)[CH:7]=1.[Cl:11]N1C(=O)CCC1=O>C(Cl)(Cl)Cl>[Cl:11][C:8]1[N:6]2[CH:7]=[C:2]([F:1])[CH:3]=[CH:4][C:5]2=[N:10][N:9]=1. Procedure details: A solution of Intermediate 24a (789 mg, 5.98 mmol) and N-chlorosuccinimide (878 mg, 6.57 mmol) in chloroform (15 mL) was heated at 65° C. overnight. The cooled mixture was washed with sat. aq. NaHCO3 solution (2×15 mL) and dried (Na2SO4). The solvent was evaporated, then the residue suspended in diethyl ether (10 mL) and filtered to give the title compound (730 mg, 76%). LCMS (Method 1): Rt 1.83 min, m/z 172 [MH+]. Reactants: C(C)(C)(C)N1S(C(CC1=O)C1=CC=C(CC2(NC(CC2)=O)C(=O)OCC)C=C1)(=O)=O (Ethyl 2-[4-(2-tert-butyl-1,1-dioxido-3-oxoisothiazolidin-5-yl)benzyl]-5-oxopyrrolidine-2-carboxylate), FC(C(=O)O)(F)F (trifluoroacetic acid). Conditions: temperature 130 celsius. Product: O=S1(NC(CC1C1=CC=C(CC2(NC(CC2)=O)C(=O)OCC)C=C1)=O)=O (ethyl 2-[4-(1,1-dioxido-3-oxoisothiazolidin-5-yl)benzyl]-5-oxopyrrolidine-2-carboxylate). Yield: 84.3%. Reaction SMILES: C([N:5]1[C:9](=[O:10])[CH2:8][CH:7]([C:11]2[CH:28]=[CH:27][C:14]([CH2:15][C:16]3([C:22]([O:24][CH2:25][CH3:26])=[O:23])[CH2:20][CH2:19][C:18](=[O:21])[NH:17]3)=[CH:13][CH:12]=2)[S:6]1(=[O:30])=[O:29])(C)(C)C.FC(F)(F)C(O)=O>>[O:30]=[S:6]1(=[O:29])[CH:7]([C:11]2[CH:28]=[CH:27][C:14]([CH2:15][C:16]3([C:22]([O:24][CH2:25][CH3:26])=[O:23])[CH2:20][CH2:19][C:18](=[O:21])[NH:17]3)=[CH:13][CH:12]=2)[CH2:8][C:9](=[O:10])[NH:5]1. Procedure details: Ethyl 2-[4-(2-tert-butyl-1,1-dioxido-3-oxoisothiazolidin-5-yl)benzyl]-5-oxopyrrolidine-2-carboxylate (34 mg, 0.078 mmol) was stirred in trifluoroacetic acid (3.0 mL, 40.0 mmol) in a small microwave tube and heated to 130° C. for 60 seconds. Trifluoroacetic acid was evaporated and the residue was purified by preparative LCMS to give the desired compound as a white solid (25 mg, 84%). 1H-NMR (400 MHz, CD3OD): δ 7.45 (d, J=8.2 Hz, 2H), 7.32 (d, J=8.2 Hz, 2H), 5.17 (t, J=8.9 Hz, 1H), 4.20 (q, J=7.2 ... The reactants are [F-].[K+] (potassium fluoride), [F-].[K+] (potassium fluoride), aldehydes, ketones, F[Al-3](F)(F)(F)(F)F.[K+].[K+].[K+] (potassium hexafluoroaluminate), ClC(Cl)(Cl)C(C1=CC(=CC=C1)[N+](=O)[O-])O (trichloromethyl-3-nitrobenzyl alcohol), [F-].[K+] (potassium fluoride), [F-] (fluoride). Run in C(Cl)(Cl)Cl (chloroform). Yields the product F[Al-3](F)(F)(F)(F)F.[K+].[K+].[K+] (potassium hexafluoroaluminate), [OH-] (hydroxide). RXN SMILES: ClC(C(O)C1C=CC=C([N+]([O-])=[O:13])C=1)(Cl)Cl.[F-].[K+:17].[F-].[F:19][Al-3:20]([F:25])([F:24])([F:23])([F:22])[F:21].[K+].[K+].[K+]>C(Cl)(Cl)Cl>[F:19][Al-3:20]([F:25])([F:24])([F:23])([F:22])[F:21].[K+:17].[K+:17].[K+:17].[OH-:13] |f:1.2,4.5.6.7,9.10.11.12|. Reported procedure: In this invention we describe the preparation of trichloromethyl-3-nitrobenzyl alcohol in high yield with no detectable Cannizzaro product and demonstrate the generality of the method for the condensation of chloroform with other aldehydes and ketones. Initially, potassium fluoride supported on alumina was the base of choice for this condensation since the fluoride base would prevent the Cannizzaro side reaction. Characterization by infrared and Raman spectroscopy of this supported base showed t...